From a dataset of the Open Reaction Database (ORD), a public repository of structured organic reaction records. describe an organic reaction: reactants, conditions, products, and yield Reactants: C(C1=CC=CC=C1)OC1=C(C=C(C=C1)N1CCN(CC1)CCCC1CCCCC1)Cl (1-(4-benzyloxy-3-chlorophenyl)-4-(3-cyclohexylpropyl)piperazine), C(C)N(C(=O)N1CCN(CC1)C1=CC(=C(C=C1)OCC1=CC=CC=C1)F)CC (N,N-diethyl-4-(4-benzyloxy-3-fluorophenyl)-1-piperazinecarboxamide). Yields the product C(C)N(C(=O)N1CCN(CC1)C1=CC(=C(C=C1)O)F)CC (N,N-diethyl-4-(3-fluoro-4-hydroxyphenyl)-1-piperazinecarboxamide). Yield: 57.2%. Reaction SMILES: C(OC1C=CC(N2CCN(CCCC3CCCCC3)CC2)=CC=1Cl)C1C=CC=CC=1.[CH2:31]([N:33]([CH2:57][CH3:58])[C:34]([N:36]1[CH2:41][CH2:40][N:39]([C:42]2[CH:47]=[CH:46][C:45]([O:48]CC3C=CC=CC=3)=[C:44]([F:56])[CH:43]=2)[CH2:38][CH2:37]1)=[O:35])[CH3:32]>>[CH2:57]([N:33]([CH2:31][CH3:32])[C:34]([N:36]1[CH2:37][CH2:38][N:39]([C:42]2[CH:47]=[CH:46][C:45]([OH:48])=[C:44]([F:56])[CH:43]=2)[CH2:40][CH2:41]1)=[O:35])[CH3:58]. Reported procedure: Production Example 30 was repeated except that 1-(4-benzyloxy-3-chlorophenyl)-4-(3-cyclohexylpropyl)piperazine was replaced with N,N-diethyl-4-(4-benzyloxy-3-fluorophenyl)-1-piperazinecarboxamide (365 mg). The resulting crude product was purified on TLC (developer, chloroform:methanol=12:1) to provide N,N-diethyl-4-(3-fluoro-4-hydroxyphenyl)-1-piperazinecarboxamide (160 mg).